This data is from the Open Reaction Database (ORD), a public repository of structured organic reaction records. The task is: describe an organic reaction: reactants, conditions, products, and yield RXN SMILES: [CH3:1][NH:2][CH2:3][CH2:4][CH2:5][CH2:6][CH2:7][C:8]([OH:10])=[O:9].C(=O)([O-])[O-].[K+].[K+].Cl[C:18]([O:20][CH3:21])=[O:19].Cl>O.O1CCOCC1>[CH3:21][O:20][C:18]([N:2]([CH3:1])[CH2:3][CH2:4][CH2:5][CH2:6][CH2:7][C:8]([OH:10])=[O:9])=[O:19] |f:1.2.3|. Yields the product COC(=O)N(CCCCCC(=O)O)C (6-[(methoxycarbonyl)(methyl)amino]hexanoic acid). The solvent is O (water), O1CCOCC1 (dioxane), O (water). Reactants: CNCCCCCC(=O)O (6-(Methylamino)hexanoic acid), Cl (HCl), C([O-])([O-])=O.[K+].[K+] (potassium carbonate), ClC(=O)OC (Methyl chloroformate). Yield: 81.3%. Procedure: N-methyl-caprolactam (15 g, 118 mmol) was combined with barium hydroxide (10.1 g, 72 mmol) and water (150 ml). The suspension was warmed to 110° C. for 18 hours then cooled over an ice bath. Gaseous carbon dioxide was bubbled through the solution for 20 minutes. The suspension was filtered through a celite pad and the filtrate was concentrated to dryness. The residue was triturated with acetonitrile, collected, rinsed with ether and dried in vacuo to yield 6-(methylamino)hexanoic acid as a white... Yields the product Cl, CCC(C)C(NC(=O)n1c(=O)n(CCN2CCOCC2)c2ccccc21)C(=O)O. RXN SMILES: [CH3:32][C:33](=[O:34])[OH:35].[ClH:31].[O:1]1[CH2:2][CH2:3][N:4]([CH2:7][CH2:8][n:9]2[c:10](=[O:30])[n:11]([C:18](=[O:19])[NH:20][CH:21]([CH:22]([CH3:23])[CH2:24][CH3:25])[C:26](=[O:27])[O:28][CH3:29])[c:12]3[c:13]2[cH:14][cH:15][cH:16][cH:17]3)[CH2:5][CH2:6]1>>[ClH:31].[O:1]1[CH2:2][CH2:3][N:4]([CH2:7][CH2:8][n:9]2[c:10](=[O:30])[n:11]([C:18](=[O:19])[NH:20][CH:21]([CH:22]([CH3:23])[CH2:24][CH3:25])[C:26](=[O:27])[OH:28])[c:12]3[c:13]2[cH:14][cH:15][cH:16][cH:17]3)[CH2:5][CH2:6]1. Starting materials: CC(=O)O, Cl, CCC(C)C(NC(=O)n1c(=O)n(CCN2CCOCC2)c2ccccc21)C(=O)OC. Starting materials: CCCCCC, CC(=O)C1CCCC1, CC(C)(C)OC(=O)C(Cl)Cl, C1CCOC1, O. Product: CC(C)(C)OC(=O)C1(Cl)OC1(C)C1CCCC1. RXN SMILES: [CH3:19][CH2:20][CH2:21][CH2:22][CH2:23][CH3:24].[CH:1]1([C:6](=[O:7])[CH3:8])[CH2:2][CH2:3][CH2:4][CH2:5]1.[Cl:9][CH:10]([C:11](=[O:12])[O:13][C:14]([CH3:15])([CH3:16])[CH3:17])[Cl:18].[O:26]1[CH2:27][CH2:28][CH2:29][CH2:30]1.[OH2:25]>>[CH:1]1([C:6]2([CH3:8])[O:7][C:10]2([C:11](=[O:12])[O:13][C:14]([CH3:15])([CH3:16])[CH3:17])[Cl:18])[CH2:2][CH2:3][CH2:4][CH2:5]1. The reactants are C(C)(=O)OO (peracetic acid), [I-] (iodide), CN(C(=N)N(C)C)C (1,1,3,3-tetramethylguanidine), CC1=C(C=CC=C1)C(C1=CC=CC=C1)=NN ((2-methylphenyl)phenyl ketone hydrazone). Solvent: ClCCCl (1,2-dichloroethane). Run at time 5 minute. The product is CC1=C(C=CC=C1)C(=[N+]=[N-])C1=CC=CC=C1 ((2-Methylphenyl) phenyldiazomethane). As a reaction SMILES: [CH3:1][C:2]1[CH:7]=[CH:6][CH:5]=[CH:4][C:3]=1[C:8](=[N:15][NH2:16])[C:9]1[CH:14]=[CH:13][CH:12]=[CH:11][CH:10]=1.[I-].CN(C)C(N(C)C)=N.C(OO)(=O)C>ClCCCl>[CH3:1][C:2]1[CH:7]=[CH:6][CH:5]=[CH:4][C:3]=1[C:8]([C:9]1[CH:14]=[CH:13][CH:12]=[CH:11][CH:10]=1)=[N+:15]=[N-:16]. Procedure: To (2-methylphenyl)phenyl ketone hydrazone (10.5 g, 0.05 moles) dissolved in 1,2-dichloroethane (50 ml) containing iodide (2 ml, 1% w/v solution) and 1,1,3,3-tetramethylguanidine (22.5 ml) was added peracetic acid solution (11.4 ml, 1.27 × 0.05 moles) at 0° over 30 minutes. After the addition the mixture was stirred for 5 minutes longer. The red solution was washed with water (5 × 200 ml), dried over sodium sulphate and made up to 250 ml in a volumetric flask. An aliquot (50 ml) treated with exc... The product is CCNc1cc(C)[nH]c(=O)c1C#N. Starting materials: CCN, CO, Cc1cc(Cl)c(C#N)c(=O)[nH]1, Cl. As a reaction SMILES: [CH3:12][CH2:13][NH2:14].[CH3:16][OH:17].[Cl:1][c:2]1[c:3]([C:10]#[N:11])[c:4](=[O:9])[nH:5][c:6]([CH3:8])[cH:7]1.[ClH:15]>>[c:2]1([NH:14][CH2:13][CH3:12])[c:3]([C:10]#[N:11])[c:4](=[O:9])[nH:5][c:6]([CH3:8])[cH:7]1. Reactants: C(C)(C)[Si](N1C=CC=C1)(C(C)C)C(C)C (N-triisopropylsilyl-pyrrole), ClN1C(CCC1=O)=O (N-chlorosuccinimide). The solvent is CC(=O)C (acetone). Reaction conditions: time 8 hour. Product: ClC1=CN(C=C1)[Si](C(C)C)(C(C)C)C(C)C (3-chloro-1-triisopropylsilyl-1H-pyrrole). Yield: 17.5%. RXN SMILES: [CH:1]([Si:4]([CH:13]([CH3:15])[CH3:14])([CH:10]([CH3:12])[CH3:11])[N:5]1[CH:9]=[CH:8][CH:7]=[CH:6]1)([CH3:3])[CH3:2].[Cl:16]N1C(=O)CCC1=O>CC(C)=O>[Cl:16][C:7]1[CH:8]=[CH:9][N:5]([Si:4]([CH:1]([CH3:3])[CH3:2])([CH:10]([CH3:12])[CH3:11])[CH:13]([CH3:15])[CH3:14])[CH:6]=1. Procedure: Under nitrogen atmosphere, a solutin of N-triisopropylsilyl-pyrrole (2.00 g) in acetone (40 mL) was cooled at 0° C., and thereto was added N-chlorosuccinimide (1.27 g), and the mixture was allowed to stand overnight. The solvent was evaporated under reduced pressure, and thereto was added hexane. The insoluble materials were removed by filtration. The solvent was evaporated under reduced pressure, and the residue was purified by silica gel column (hexane) to give 3-chloro-1-triisopropylsilyl-1H-...